From a dataset of the Open Reaction Database (ORD), a public repository of structured organic reaction records. describe an organic reaction: reactants, conditions, products, and yield Starting materials: CC(=O)OC(C)=O, CO, CN(C)C=O, CC(=O)c1ccc(O)c([N+](=O)[O-])c1. The product is CC(=O)Nc1cc(C(C)=O)ccc1O. Reaction SMILES: [CH3:14][C:15](=[O:16])[O:17][C:18](=[O:19])[CH3:20].[CH3:21][OH:22].[O:23]=[CH:24][N:25]([CH3:26])[CH3:27].[OH:1][c:2]1[c:3]([N+:11]([O-:12])=[O:13])[cH:4][c:5]([C:8]([CH3:9])=[O:10])[cH:6][cH:7]1>>[OH:1][c:2]1[c:3]([NH:11][C:15]([CH3:14])=[O:16])[cH:4][c:5]([C:8]([CH3:9])=[O:10])[cH:6][cH:7]1. The reactants are [BH4-], CN1CC(CN=[N+]=[N-])C=C2c3cccc4c3c(cn4C)CC21, CC(C)O, [Na+], O. Product: CN1CC(CN)C=C2c3cccc4c3c(cn4C)CC21. Reaction SMILES: [BH4-:27].[CH3:1][n:2]1[cH:3][c:4]2[c:17]3[c:12]([cH:13][cH:14][cH:15][c:16]13)[C:11]1=[CH:10][CH:9]([CH2:18][N:19]=[N+:20]=[N-:21])[CH2:8][N:7]([CH3:22])[CH:6]1[CH2:5]2.[CH:23]([OH:24])([CH3:25])[CH3:26].[Na+:28].[OH2:29]>>[CH3:1][n:2]1[cH:3][c:4]2[c:17]3[c:12]([cH:13][cH:14][cH:15][c:16]13)[C:11]1=[CH:10][CH:9]([CH2:18][NH2:19])[CH2:8][N:7]([CH3:22])[CH:6]1[CH2:5]2. The reactants are C(C1=CC=CC=C1)OC(=O)N(C12CCC(CC1)(CC2)C(=O)ON2N=NC1=C2C=CC=C1)CC(=O)N1[C@@H](C[C@@H](C1)F)C#N ((2S,4S)-1-[[N-benzyloxycarbonyl-N-[4-(benzotriazol-1-yl)oxycarbonylbicyclo[2.2.2]oct-1-yl]amino]acetyl]-4-fluoropyrrolidine-2-carbonitrile), C(C)OC(=O)C1CCNCC1 (4-ethoxycarbonylpiperidine). The product is C(C1=CC=CC=C1)OC(=O)N(C12CCC(CC1)(CC2)C(=O)N2CCC(CC2)C(=O)OCC)CC(=O)N2[C@@H](C[C@@H](C2)F)C#N ((2S,4S)-1-[[N-benzyloxycarbonyl-N-[4-(4-ethoxycarbonylpiperidin-1-yl)carbonylbicyclo[2.2.2]oct-1-yl]amino]acetyl]-4-fluoropyrrolidine-2-carbonitrile). As a reaction SMILES: [CH2:1]([O:8][C:9]([N:11]([CH2:32][C:33]([N:35]1[CH2:39][C@@H:38]([F:40])[CH2:37][C@H:36]1[C:41]#[N:42])=[O:34])[C:12]12[CH2:19][CH2:18][C:15]([C:20]([O:22]N3C4C=CC=CC=4N=N3)=O)([CH2:16][CH2:17]1)[CH2:14][CH2:13]2)=[O:10])[C:2]1[CH:7]=[CH:6][CH:5]=[CH:4][CH:3]=1.[CH2:43]([O:45][C:46]([CH:48]1[CH2:53][CH2:52][NH:51][CH2:50][CH2:49]1)=[O:47])[CH3:44]>>[CH2:1]([O:8][C:9]([N:11]([CH2:32][C:33]([N:35]1[CH2:39][C@@H:38]([F:40])[CH2:37][C@H:36]1[C:41]#[N:42])=[O:34])[C:12]12[CH2:19][CH2:18][C:15]([C:20]([N:51]3[CH2:52][CH2:53][CH:48]([C:46]([O:45][CH2:43][CH3:44])=[O:47])[CH2:49][CH2:50]3)=[O:22])([CH2:16][CH2:17]1)[CH2:14][CH2:13]2)=[O:10])[C:2]1[CH:3]=[CH:4][CH:5]=[CH:6][CH:7]=1. Procedure: In a similar manner to Example 4, (2S,4S)-1-[[N-benzyloxycarbonyl-N-[4-(benzotriazol-1-yl)oxycarbonylbicyclo[2.2.2]oct-1-yl]amino]acetyl]-4-fluoropyrrolidine-2-carbonitrile (50.0 mg) and 4-ethoxycarbonylpiperidine (20.1 μL) were used to obtain (2S,4S)-1-[[N-benzyloxycarbonyl-N-[4-(4-ethoxycarbonylpiperidin-1-yl)carbonylbicyclo[2.2.2]oct-1-yl]amino]acetyl]-4-fluoropyrrolidine-2-carbonitrile (43.1 mg). Reactants: CCOC(=O)C(CCC#N)C(=O)OCC, ClCc1cccc2ccccc12, [H-], [Na+], CN(C)C=O. The product is CCOC(=O)C(CCC#N)(Cc1cccc2ccccc12)C(=O)OCC. Reaction SMILES: [CH2:1]([CH3:2])[O:3][C:4]([CH:5]([C:6](=[O:7])[O:8][CH2:9][CH3:10])[CH2:11][CH2:12][C:13]#[N:14])=[O:15].[Cl:18][CH2:19][c:20]1[cH:21][cH:22][cH:23][c:24]2[cH:25][cH:26][cH:27][cH:28][c:29]12.[H-:16].[Na+:17].[O:30]=[CH:31][N:32]([CH3:33])[CH3:34]>>[CH2:1]([CH3:2])[O:3][C:4]([C:5]([C:6](=[O:7])[O:8][CH2:9][CH3:10])([CH2:11][CH2:12][C:13]#[N:14])[CH2:19][c:20]1[cH:21][cH:22][cH:23][c:24]2[cH:25][cH:26][cH:27][cH:28][c:29]12)=[O:15].